From a dataset of the Open Reaction Database (ORD), a public repository of structured organic reaction records. describe an organic reaction: reactants, conditions, products, and yield The reactants are C(C)(C)(C)C1=CC(=C(C=N1)C=1N([C@]([C@](N1)(C)C1=CC=C(C=C1)Cl)(C)C1=CC=C(C=C1)Cl)C(=O)Cl)OCC ((4S,5R)-2-(6-tert-butyl-4-ethoxy-pyridin-3-yl)-4,5-bis-(4-chloro-phenyl)-4,5-dimethyl-4,5-dihydro-imidazole-1-carbonyl chloride), CNC[C@@H]([C@H]([C@@H]([C@@H](CO)O)O)O)O ((2R,3R,4R,5S)-6-methylamino-hexane-1,2,3,4,5-pentaol). Yields the product CN(C(=O)N1C(=N[C@@]([C@@]1(C)C1=CC=C(C=C1)Cl)(C)C1=CC=C(C=C1)Cl)C=1C=NC(=CC1OCC)C(C)(C)C)C[C@@H]([C@H]([C@@H]([C@@H](CO)O)O)O)O ((4S,5R)-2-(6-tert-Butyl-4-ethoxy-pyridin-3-yl)-4,5-bis-(4-chloro-phenyl)-4,5-dimethyl-4,5-dihydro-imidazole-1-carboxylic acid methyl-((2S,3R,4R,5R)-2,3,4,5,6-pentahydroxy-hexyl)-amide). RXN SMILES: [C:1]([C:5]1[N:10]=[CH:9][C:8]([C:11]2[N:12]([C:32](Cl)=[O:33])[C@@:13]([C:25]3[CH:30]=[CH:29][C:28]([Cl:31])=[CH:27][CH:26]=3)([CH3:24])[C@@:14]([C:17]3[CH:22]=[CH:21][C:20]([Cl:23])=[CH:19][CH:18]=3)([CH3:16])[N:15]=2)=[C:7]([O:35][CH2:36][CH3:37])[CH:6]=1)([CH3:4])([CH3:3])[CH3:2].[CH3:38][NH:39][CH2:40][C@H:41]([OH:50])[C@@H:42]([OH:49])[C@H:43]([OH:48])[C@H:44]([OH:47])[CH2:45][OH:46]>>[CH3:38][N:39]([CH2:40][C@H:41]([OH:50])[C@@H:42]([OH:49])[C@H:43]([OH:48])[C@H:44]([OH:47])[CH2:45][OH:46])[C:32]([N:12]1[C@@:13]([C:25]2[CH:30]=[CH:29][C:28]([Cl:31])=[CH:27][CH:26]=2)([CH3:24])[C@@:14]([C:17]2[CH:22]=[CH:21][C:20]([Cl:23])=[CH:19][CH:18]=2)([CH3:16])[N:15]=[C:11]1[C:8]1[CH:9]=[N:10][C:5]([C:1]([CH3:4])([CH3:3])[CH3:2])=[CH:6][C:7]=1[O:35][CH2:36][CH3:37])=[O:33]. Procedure: In a manner analogous to the method described in examples 8, (4S,5R)-2-(6-tert-butyl-4-ethoxy-pyridin-3-yl)-4,5-bis-(4-chloro-phenyl)-4,5-dimethyl-4,5-dihydro-imidazole-1-carbonyl chloride (example 51) was coupled with (2R,3R,4R,5S)-6-methylamino-hexane-1,2,3,4,5-pentaol (Aldrich) to give the title compound. HR-MS (ES, m/z) calculated for C36H47Cl2N4O7 [(M+H)+] 717.2817, observed 717.2813. Starting materials: N1=C(C=CC=C1)C1(CCNCC1)C#N (4-pyridin-2-ylpiperidine-4-carbonitrile), CCN(C(C)C)C(C)C (i-Pr2NEt), C(CC)S(=O)(=O)Cl (n-PrSO2Cl), [OH-].[Na+] (NaOH). Run in C(Cl)Cl (CH2Cl2). Reaction conditions: temperature 0 celsius, time 1 hour. The product is C(CC)S(=O)(=O)N1CCC(CC1)(C#N)C1=NC=CC=C1 (1-(propylsulfonyl)-4-pyridin-2-ylpiperidine-4-carbonitrile). Reaction SMILES: [N:1]1[CH:6]=[CH:5][CH:4]=[CH:3][C:2]=1[C:7]1([C:13]#[N:14])[CH2:12][CH2:11][NH:10][CH2:9][CH2:8]1.CCN(C(C)C)C(C)C.[CH2:24]([S:27](Cl)(=[O:29])=[O:28])[CH2:25][CH3:26].[OH-].[Na+]>C(Cl)Cl>[CH2:24]([S:27]([N:10]1[CH2:9][CH2:8][C:7]([C:2]2[CH:3]=[CH:4][CH:5]=[CH:6][N:1]=2)([C:13]#[N:14])[CH2:12][CH2:11]1)(=[O:29])=[O:28])[CH2:25][CH3:26] |f:3.4|. Procedure: tert-Butyl 4-cyano-4-pyridin-2-ylpiperidine-1-carboxylate (5.45 g, 19 mmol) was dissolved in TFA/CH2Cl2 (1:1, 50 mL) at 0° C. After stirring 40 min, the reaction mixture was concentrated under reduced pressure. The residue was diluted with 2 N NaOH in saturated aqueous NaCl (1:1, 80 mL) and extracted with EtOAc (5×200 mL). The combined extracts were washed with saturated aqueous NaCl, dried (MgSO4), and concentrated under reduced pressure to afford 4-pyridin-2-ylpiperidine-4-carbonitrile (3.55 g... The reactants are CC(=O)OCCBr, CC(C)=O, CCOCC, [K+], [K+], O=C([O-])[O-], Cc1cc(C=O)ccc1O. Yields the product CC(=O)OCCOc1ccc(C=O)cc1C. Reaction SMILES: [C:17]([CH3:18])(=[O:19])[O:20][CH2:21][CH2:22][Br:23].[CH3:24][C:25](=[O:26])[CH3:27].[CH3:28][CH2:29][O:30][CH2:31][CH3:32].[K+:11].[K+:12].[O-:13][C:14]([O-:15])=[O:16].[OH:1][c:2]1[c:3]([CH3:10])[cH:4][c:5]([CH:6]=[O:7])[cH:8][cH:9]1>>[O:1]([c:2]1[c:3]([CH3:10])[cH:4][c:5]([CH:6]=[O:7])[cH:8][cH:9]1)[CH2:22][CH2:21][O:20][C:17]([CH3:18])=[O:19].